This data is from the Open Reaction Database (ORD), a public repository of structured organic reaction records. The task is: describe an organic reaction: reactants, conditions, products, and yield Reported procedure: A round bottom flask was charged with diisopropylamine (1.336 kg, 13.20 moles; 1.2 eqs.) and THF (25 L), and the mixture cooled to −16° C. in a dry ice/acetone bath. A solution of n-butyl lithium (2.5 M; 12.65 moles; 1.17 eqs.) in hexane was added over 25 minutes, while keeping the temperature below 1° C., after which the mixture was aged 20 minutes and then cooled to below −70° C. 3-Bromo-5-chlorophenyl 2-chloro-5-fluorophenyl ether (3.638 kg; 10.8 moles; 1.0 eq.) in THF (4 L) was then added ov... Reaction conditions: temperature -16 celsius, time 20 minute. Starting materials: C(CCC)[Li] (n-butyl lithium), ClC1=C(C=C(C=C1)F)OC1=CC(=CC(=C1)Cl)Br (3-Bromo-5-chlorophenyl 2-chloro-5-fluorophenyl ether), C(C)(C)NC(C)C (diisopropylamine), CN(C)C=O (DMF). The product is BrC=1C=C(OC2=C(C=O)C(=CC=C2Cl)F)C=C(C1)Cl (2-(3-Bromo-5-chlorophenoxy)-3-chloro-6-fluorobenzaldehyde). Solvent: CCCCCC (hexane), C1CCOC1 (THF), C1CCOC1 (THF). RXN SMILES: C(NC(C)C)(C)C.C([Li])CCC.[Cl:13][C:14]1[CH:19]=[CH:18][C:17]([F:20])=[CH:16][C:15]=1[O:21][C:22]1[CH:27]=[C:26]([Cl:28])[CH:25]=[C:24]([Br:29])[CH:23]=1.CN([CH:33]=[O:34])C>CCCCCC.C1COCC1>[Br:29][C:24]1[CH:23]=[C:22]([CH:27]=[C:26]([Cl:28])[CH:25]=1)[O:21][C:15]1[C:14]([Cl:13])=[CH:19][CH:18]=[C:17]([F:20])[C:16]=1[CH:33]=[O:34].